Dataset: the Open Reaction Database (ORD), a public repository of structured organic reaction records. Task: describe an organic reaction: reactants, conditions, products, and yield The reactants are O=S(=O)(Cl)c1ccc2cc(Br)ccc2c1, O=C([O-])O, CC(C)(C)OC(=O)N1CCNCC1, CCOC(C)=O, [Na+]. Product: CC(C)(C)OC(=O)N1CCN(S(=O)(=O)c2ccc3cc(Br)ccc3c2)CC1. As a reaction SMILES: [Br:19][c:20]1[cH:21][c:22]2[cH:23][cH:24][c:25]([S:30](=[O:31])(=[O:32])[Cl:33])[cH:26][c:27]2[cH:28][cH:29]1.[C:14](=[O:15])([O-:16])[OH:17].[C:1]([CH3:2])([CH3:3])([CH3:4])[O:5][C:6](=[O:7])[N:8]1[CH2:9][CH2:10][NH:11][CH2:12][CH2:13]1.[CH3:34][CH2:35][O:36][C:37](=[O:38])[CH3:39].[Na+:18]>>[C:1]([CH3:2])([CH3:3])([CH3:4])[O:5][C:6](=[O:7])[N:8]1[CH2:9][CH2:10][N:11]([S:30]([c:25]2[cH:24][cH:23][c:22]3[cH:21][c:20]([Br:19])[cH:29][cH:28][c:27]3[cH:26]2)(=[O:31])=[O:32])[CH2:12][CH2:13]1.